This data is from the Open Reaction Database (ORD), a public repository of structured organic reaction records. The task is: describe an organic reaction: reactants, conditions, products, and yield Starting materials: C1(CCCC1)CC(C(=O)O)N1N=CC(=CC1=O)OC1=CC=CC=2CCCCC12 (3-cyclopentyl-2-[6-oxo-4-(5,6,7,8-tetrahydro-naphthalen-1-yloxy)-6H-pyridazin-1-yl]-propionic acid), C1(CCCC1)CC(C(=O)O)N1N=CC(=CC1=O)OC1=CC=CC=2CCCCC12 (3-cyclopentyl-2-[6-oxo-4-(5,6,7,8-tetrahydro-naphthalen-1-yloxy)-6H-pyridazin-1-yl]-propionic acid), COC(C1=CN=C(C=C1)N)=O (6-amino-nicotinic acid methyl ester). Yields the product COC(C1=CN=C(C=C1)NC(C(CC1CCCC1)N1N=CC(=CC1=O)OC1=CC=CC=2CCCCC12)=O)=O (6-{3-cyclopentyl-2-[6-oxo-4-(5,6,7,8-tetrahydro-naphthalen-1-yloxy)-6H-pyridazin-1-yl]-propionylamino}-nicotinic acid methyl ester). Isolated yield 38.0%. Reaction SMILES: [CH:1]1([CH2:6][CH:7]([N:11]2[C:16](=[O:17])[CH:15]=[C:14]([O:18][C:19]3[C:28]4[CH2:27][CH2:26][CH2:25][CH2:24][C:23]=4[CH:22]=[CH:21][CH:20]=3)[CH:13]=[N:12]2)[C:8](O)=[O:9])[CH2:5][CH2:4][CH2:3][CH2:2]1.[CH3:29][O:30][C:31](=[O:39])[C:32]1[CH:37]=[CH:36][C:35]([NH2:38])=[N:34][CH:33]=1>>[CH3:29][O:30][C:31](=[O:39])[C:32]1[CH:37]=[CH:36][C:35]([NH:38][C:8](=[O:9])[CH:7]([N:11]2[C:16](=[O:17])[CH:15]=[C:14]([O:18][C:19]3[C:24]4[CH2:25][CH2:26][CH2:27][CH2:28][C:23]=4[CH:22]=[CH:21][CH:20]=3)[CH:13]=[N:12]2)[CH2:6][CH:1]2[CH2:2][CH2:3][CH2:4][CH2:5]2)=[N:34][CH:33]=1. Reported procedure: Using the method described in Example 66, 3-cyclopentyl-2-[6-oxo-4-(5,6,7,8-tetrahydro-naphthalen-1-yloxy)-6H-pyridazin-1-yl]-propionic acid (Intermediate 39) and 6-amino-nicotinic acid methyl ester afforded 6-{3-cyclopentyl-2-[6-oxo-4-(5,6,7,8-tetrahydro-naphthalen-1-yloxy)-6H-pyridazin-1-yl]-propionylamino}-nicotinic acid methyl ester as an off-white solid (153 mg, 38%); ES+-HRMS m/e calcd for C29H32N4O5 [M+H+] 517.2446 found 517.2442. 1H-NMR (300 MHz, CDCl3) δ ppm 1.06-1.31 (m, 2H), 1.31-1.99... Conditions: time 10 minute. Reagents/catalysts: C1CN2CCN1CC2 (triethylenediamine). Reaction SMILES: [C:1]1([S:11]([Cl:14])(=[O:13])=[O:12])[CH:6]=[CH:5][C:4]([S:7]([Cl:10])(=[O:9])=[O:8])=[CH:3][CH:2]=1.[NH2:15][CH:16]1[CH2:21][CH2:20][CH:19]([OH:22])[CH2:18][CH2:17]1>C1N2CCN(CC2)C1>[NH2:15][CH:16]1[CH2:21][CH2:20][CH:19]([OH:22])[CH2:18][CH2:17]1.[C:1]1([S:11]([Cl:14])(=[O:12])=[O:13])[CH:2]=[CH:3][C:4]([S:7]([Cl:10])(=[O:8])=[O:9])=[CH:5][CH:6]=1 |f:3.4|. The reactants are C1(=CC=C(C=C1)S(=O)(=O)Cl)S(=O)(=O)Cl (1,4-benzenedisulfonyl chloride), NC1CCC(CC1)O (4-aminocyclohexanol), C1(=CC=C(C=C1)S(=O)(=O)Cl)S(=O)(=O)Cl (1,4-benzenedisulfonyl chloride). The product is NC1CCC(CC1)O.C1(=CC=C(C=C1)S(=O)(=O)Cl)S(=O)(=O)Cl (4-aminocyclohexanol 1,4-benzenedisulfonyl chloride). Procedure: Next, in the mixing section 22, the vapor of 1,4-benzenedisulfonyl chloride was cooled, and the introduced base particles were exposed thereto for 10 minutes. Consequently, a polymerization reaction using triethylenediamine as a catalyst took place on the surface of the base particles between 4-aminocyclohexanol and 1,4-benzenedisulfonyl chloride, forming a film of 4-aminocyclohexanol-1,4-benzenedisulfonyl chloride co-polymer. Starting materials: IC1=CC=C(C=C1)S(=O)(=O)Cl (4-Iodobenzenesulphonyl chloride), C([O-])(O)=O.[Na+] (sodium bicarbonate), S(=O)([O-])[O-].[Na+].[Na+] (sodium sulphite). The solvent is O (water). Run at temperature 40 celsius. The product is IC1=CC=C(C=C1)S(=O)[O-].[Na+] (sodium 4-iodobenzenesulphinate). As a reaction SMILES: [I:1][C:2]1[CH:7]=[CH:6][C:5]([S:8](Cl)(=[O:10])=[O:9])=[CH:4][CH:3]=1.C(=O)(O)[O-].[Na+:16].S([O-])([O-])=O.[Na+].[Na+]>O>[I:1][C:2]1[CH:7]=[CH:6][C:5]([S:8]([O-:10])=[O:9])=[CH:4][CH:3]=1.[Na+:16] |f:1.2,3.4.5,7.8|. Reported procedure: 4-Iodobenzenesulphonyl chloride (30.2 g, 100 mmol) was added in portions to a vigorously stirred solution of sodium bicarbonate (16.8 g, 200 mmol) and anhydrous sodium sulphite (24 g, 190 mmol) in water (100 ml) at 70°-80° C. The temperature was kept at 70°-80° C. by intermittent heating. When the addition was complete, the mixture was heated and stirred at 70°-80° C. for a further hour. The mixture was then filtered and the filtrate allowed to cool to approximately 40° C. The resulting solid wh... The reactants are C1(CCCCC1)CC(=O)O (cyclohexaneacetic acid), C(C(=O)Cl)(=O)Cl (oxalyl chloride). The reagents and catalysts are CN(C)C=O (DMF). The solvent is C(Cl)Cl (CH2Cl2). Run at time 8 hour. Yields the product C1(CCCCC1)CC(=O)Cl (Cyclohexylacetyl chloride). The yield is 66.8%. As a reaction SMILES: [CH:1]1([CH2:7][C:8]([OH:10])=O)[CH2:6][CH2:5][CH2:4][CH2:3][CH2:2]1.C(Cl)(=O)C([Cl:14])=O>C(Cl)Cl.CN(C=O)C>[CH:1]1([CH2:7][C:8]([Cl:14])=[O:10])[CH2:6][CH2:5][CH2:4][CH2:3][CH2:2]1. Reported procedure: To a 0° C. solution of cyclohexaneacetic acid (2.12 g, 14.9 mmol) in 30 mL of CH2Cl2 was added two drops of DMF followed by oxalyl chloride (1.3 mL, 14.9 mmol). The solution was warmed to r.t. and stirred overnight. The solvent was remove in vacuo to give 1.60 g of the title compound as a colourless liquid. Starting materials: [OH-].[Na+] (sodium hydroxide), Example 6, COC1=CC=C(C=C1)C=1N=C(SC1C1=CC=C(C=C1)OC)C=1NC=CC1 (4,5-Bis(4-methoxyphenyl)-2-(pyrrol-2-yl)thiazole), C(C)SCCBr (2-bromoethyl ethyl sulfide). Reagents/catalysts: [Br-].C(CCC)[N+](CCCC)(CCCC)CCCC (tetra-n-butylammonium bromide). The solvent is C1=CC=CC=C1 (benzene), O (water), C1=CC=CC=C1 (benzene). Product: COC1=CC=C(C=C1)C=1N=C(SC1C1=CC=C(C=C1)OC)C=1N(C=CC1)CCSCC (4,5-bis(4-methoxyphenyl)-2-[1-(2-ethylthioethyl)pyrrol-2-yl]thiazole). Yield: 89.0%. Reaction SMILES: [CH2:1]([S:3][CH2:4][CH2:5]Br)[CH3:2].[OH-].[Na+].[CH3:9][O:10][C:11]1[CH:16]=[CH:15][C:14]([C:17]2[N:18]=[C:19]([C:30]3[NH:31][CH:32]=[CH:33][CH:34]=3)[S:20][C:21]=2[C:22]2[CH:27]=[CH:26][C:25]([O:28][CH3:29])=[CH:24][CH:23]=2)=[CH:13][CH:12]=1>[Br-].C([N+](CCCC)(CCCC)CCCC)CCC.C1C=CC=CC=1.O>[CH3:9][O:10][C:11]1[CH:12]=[CH:13][C:14]([C:17]2[N:18]=[C:19]([C:30]3[N:31]([CH2:2][CH2:1][S:3][CH2:4][CH3:5])[CH:32]=[CH:33][CH:34]=3)[S:20][C:21]=2[C:22]2[CH:27]=[CH:26][C:25]([O:28][CH3:29])=[CH:24][CH:23]=2)=[CH:15][CH:16]=1 |f:1.2,4.5|. Procedure details: 4,5-Bis(4-methoxyphenyl)-2-(pyrrol-2-yl)thiazole obtained in the same manner as described in Reference Example 6 (1.81 g, 5 mmole), 2-bromoethyl ethyl sulfide (1.01 g, 6 mmole), and tetra-n-butylammonium bromide (0.16 g, 0.5 mmole) are refluxed in two phases of benzene (20 ml) and 50% aqueous sodium hydroxide (20 ml) for 4 hours. To the mixture are added water and benzene under ice-cooling, and the mixture is shaken. The benzene layer is taken, washed with water, dried over anhydrous magnesium s... The reactants are C(C)(C)(C)OC(=O)N1CN(CCC1)C(=O)OC(C)(C)C (1,3-Di-tert-buyloxycarbonyl-tetrahydropyrimidine), Mg(ClO4)2. Solvent: CC#N (CH3CN). Product: EtOAc hexanes, C(C)(C)(C)OC(=O)N1CNCC=C1 (Tert-Butyloxycarbonyl-tetrahydropyrimidine). Yield: 75.0%. As a reaction SMILES: [C:1]([O:5][C:6]([N:8]1[CH2:13][CH2:12][CH2:11][N:10](C(OC(C)(C)C)=O)[CH2:9]1)=[O:7])([CH3:4])([CH3:3])[CH3:2]>CC#N>[C:1]([O:5][C:6]([N:8]1[CH:13]=[CH:12][CH2:11][NH:10][CH2:9]1)=[O:7])([CH3:4])([CH3:2])[CH3:3]. Procedure details: A solution of 5-2 (19.0 g, 63 mmol), Mg(ClO4)2 (2.8 g, 12.7 mmol), and CH3CN was heated at 50° C. for 2 hr. The cooled solution was diluted with CDCl3 and then washed with 1N HCl, sat. NaHCO3, and brine, dried (MgSO4), and concentrated. Flash chromatography (silica, 75% EtOAc/hexanes→EtOAc) gave 5-3 as a brown solid. Reactants: N1(CCOCC1)S(=O)(=O)C1=CC=C(C=C1)N (4-(morpholine-4-sulfonyl)-phenylamine), BrC=1C=C(C=O)C=CC1 (3-bromo-benzaldehyde), C=C(C)C (isobutene), FC(S(=O)(=O)[O-])(F)F.[Yb+3].FC(S(=O)(=O)[O-])(F)F.FC(S(=O)(=O)[O-])(F)F (ytterbium(III) trifluoromethanesulfonate). The solvent is C(C)#N (acetonitrile), C(C)(=O)OCC (ethyl acetate). Reaction conditions: temperature 80 celsius, time 18 hour. Yields the product BrC=1C=C(C=CC1)C1NC2=CC=C(C=C2C(C1)(C)C)S(=O)(=O)N1CCOCC1 (2-(3-bromo-phenyl)-4,4-dimethyl-6-(morpholine-4-sulfonyl)-1,2,3,4-tetrahydro-quinoline). Isolated yield 47.4%. RXN SMILES: [N:1]1([S:7]([C:10]2[CH:15]=[CH:14][C:13]([NH2:16])=[CH:12][CH:11]=2)(=[O:9])=[O:8])[CH2:6][CH2:5][O:4][CH2:3][CH2:2]1.[Br:17][C:18]1[CH:19]=[C:20]([CH:23]=[CH:24][CH:25]=1)[CH:21]=O.[CH2:26]=[C:27]([CH3:29])[CH3:28].FC(F)(F)S([O-])(=O)=O.[Yb+3].FC(F)(F)S([O-])(=O)=O.FC(F)(F)S([O-])(=O)=O>C(#N)C.C(OCC)(=O)C>[Br:17][C:18]1[CH:19]=[C:20]([CH:21]2[CH2:26][C:27]([CH3:29])([CH3:28])[C:12]3[C:13](=[CH:14][CH:15]=[C:10]([S:7]([N:1]4[CH2:2][CH2:3][O:4][CH2:5][CH2:6]4)(=[O:9])=[O:8])[CH:11]=3)[NH:16]2)[CH:23]=[CH:24][CH:25]=1 |f:3.4.5.6|. Procedure: To a stirred solution of 4-(morpholine-4-sulfonyl)-phenylamine (3 g, 12.4 mmol) and 3-bromo-benzaldehyde (2.52 g, 13.6 mmol) in acetonitrile (150 mL) were added isobutene (2.7 mL, 37.2 mmoll) and ytterbium(III) trifluoromethanesulfonate (Yb(OTf)3) (1.54 g, 2.5 mmol). The resulting mixture was stirred at 80° C. for 18 h in sealed tube. The mixture solution was diluted with ethyl acetate (300 mL) and washed with water (100 mL×2) and brine (100 mL×2) and then dried over anhydrous sodium sulfate. Th... Reactants: C(C1=CC=CC=C1)OC(NCCC1=NN(C(=C1CC1OCCO1)C1=CC=C(C=C1)F)C(C)C)=O ({2-[4-[1,3]dioxolan-2-ylmethyl-5-(4-fluoro-phenyl)-1-isopropyl-1H-pyrazol-3-yl]-ethyl}-carbamic acid benzyl ester). Solvent: C(=O)(C(F)(F)F)O (TFA), O (water). Product: C(C1=CC=CC=C1)OC(=O)N1C=CC2=C(N(N=C2CC1)C(C)C)C1=CC=C(C=C1)F (3-(4-Fluoro-phenyl)-2-isopropyl-7,8-dihydro-2H-1,2,6-triaza-azulene-6-carboxylic acid benzyl ester). Reported procedure: A solution of {2-[4-[1,3]dioxolan-2-ylmethyl-5-(4-fluoro-phenyl)-1-isopropyl-1H-pyrazol-3-yl]-ethyl}-carbamic acid benzyl ester (0.5 g, 1.1 mmol) in TFA (10 mL) and water (2 mL) was heated at reflux for 2 h. The mixture was concentrated and the residue was purified by FCC to provide the title compound. HPLC: RT=11.00 min. MS (ESI): mass calcd. for C24H24FN3O2, 405.19; m/z found, 406.3 [M+H]+. As a reaction SMILES: [CH2:1]([O:8][C:9](=[O:34])[NH:10][CH2:11][CH2:12][C:13]1[C:17]([CH2:18][CH:19]2OCCO2)=[C:16]([C:24]2[CH:29]=[CH:28][C:27]([F:30])=[CH:26][CH:25]=2)[N:15]([CH:31]([CH3:33])[CH3:32])[N:14]=1)[C:2]1[CH:7]=[CH:6][CH:5]=[CH:4][CH:3]=1>C(O)(C(F)(F)F)=O.O>[CH2:1]([O:8][C:9]([N:10]1[CH2:11][CH2:12][C:13]2[C:17](=[C:16]([C:24]3[CH:29]=[CH:28][C:27]([F:30])=[CH:26][CH:25]=3)[N:15]([CH:31]([CH3:32])[CH3:33])[N:14]=2)[CH:18]=[CH:19]1)=[O:34])[C:2]1[CH:3]=[CH:4][CH:5]=[CH:6][CH:7]=1. The reactants are COC(=O)C(C)c1ccc(CC2CCCCC2=O)c(Cl)c1, CO, [Na+], [OH-]. Yields the product CC(C(=O)O)c1ccc(CC2CCCCC2=O)c(Cl)c1. As a reaction SMILES: [CH3:1][O:2][C:3]([CH:4]([CH3:5])[c:6]1[cH:7][c:8]([Cl:20])[c:9]([CH2:12][CH:13]2[C:14](=[O:19])[CH2:15][CH2:16][CH2:17][CH2:18]2)[cH:10][cH:11]1)=[O:21].[CH3:24][OH:25].[Na+:23].[OH-:22]>>[O:2]=[C:3]([CH:4]([CH3:5])[c:6]1[cH:7][c:8]([Cl:20])[c:9]([CH2:12][CH:13]2[C:14](=[O:19])[CH2:15][CH2:16][CH2:17][CH2:18]2)[cH:10][cH:11]1)[OH:21]. Reactants: C1CCOC1, C1CCOC1, CC12CC3CC(C1)CC(CC=O)(C3)C2, CCCCCC, Clc1cccc(Cn2ccnc2)c1, [Li], O. The product is CC12CC3CC(C1)CC(CC(O)C(c1cccc(Cl)c1)n1ccnc1)(C3)C2. As a reaction SMILES: [CH2:30]1[O:31][CH2:32][CH2:33][CH2:34]1.[CH2:35]1[O:36][CH2:37][CH2:38][CH2:39]1.[CH3:1][C:2]12[CH2:3][C:4]3([CH2:12][CH:13]=[O:14])[CH2:5][CH:6]([CH2:7][CH:8]([CH2:9]1)[CH2:10]3)[CH2:11]2.[CH3:40][CH2:41][CH2:42][CH2:43][CH2:44][CH3:45].[Cl:15][c:16]1[cH:17][c:18]([CH2:19][n:20]2[cH:21][n:22][cH:23][cH:24]2)[cH:25][cH:26][cH:27]1.[Li:28].[OH2:29]>>[CH3:1][C:2]12[CH2:3][C:4]3([CH2:12][CH:13]([OH:14])[CH:19]([c:18]4[cH:17][c:16]([Cl:15])[cH:27][cH:26][cH:25]4)[n:20]4[cH:21][n:22][cH:23][cH:24]4)[CH2:5][CH:6]([CH2:7][CH:8]([CH2:9]1)[CH2:10]3)[CH2:11]2.